This data is from the Open Reaction Database (ORD), a public repository of structured organic reaction records. The task is: describe an organic reaction: reactants, conditions, products, and yield Reactants: Cl(=O)(=O)(=O)O.COC1=CC=C(C=C1)[C@@H]1SC2=C(N(C([C@@H]1O)=O)CCN(C)CC1=CC=CC=C1)C=CC(=C2)C ((-)-cis-2-(4-methoxyphenyl)-3-hydroxy-5-[2-(N-benzyl-N-methylamino)ethyl]-8-methyl-2,3-dihydro-1,5-benzothiazepin-4(5H)-one perchlorate), C(C)(=O)OC(C)=O (acetic anhydride). The solvent is N1=CC=CC=C1 (pyridine). Conditions: temperature 100 celsius. The product is COC1=CC=C(C=C1)[C@@H]1SC2=C(N(C([C@@H]1OC(C)=O)=O)CCN(C)CC1=CC=CC=C1)C=CC(=C2)C ((-)-cis-2-(4-methoxyphenyl)-3-acetoxy-5-[2-(N-benzyl-N-methylamino)ethyl]-8-methyl- 2,3-dihydro-1,5-benzothiazepin-4(5H)-one). Reaction SMILES: Cl(O)(=O)(=O)=O.[CH3:6][O:7][C:8]1[CH:13]=[CH:12][C:11]([C@H:14]2[C@@H:20]([OH:21])[C:19](=[O:22])[N:18]([CH2:23][CH2:24][N:25]([CH2:27][C:28]3[CH:33]=[CH:32][CH:31]=[CH:30][CH:29]=3)[CH3:26])[C:17]3[CH:34]=[CH:35][C:36]([CH3:38])=[CH:37][C:16]=3[S:15]2)=[CH:10][CH:9]=1.[C:39](OC(=O)C)(=[O:41])[CH3:40]>N1C=CC=CC=1>[CH3:6][O:7][C:8]1[CH:13]=[CH:12][C:11]([C@H:14]2[C@@H:20]([O:21][C:39](=[O:41])[CH3:40])[C:19](=[O:22])[N:18]([CH2:23][CH2:24][N:25]([CH2:27][C:28]3[CH:29]=[CH:30][CH:31]=[CH:32][CH:33]=3)[CH3:26])[C:17]3[CH:34]=[CH:35][C:36]([CH3:38])=[CH:37][C:16]=3[S:15]2)=[CH:10][CH:9]=1 |f:0.1|. Reported procedure: 10.7 g of (-)-cis-2-(4-methoxyphenyl)-3-hydroxy-5-[2-(N-benzyl-N-methylamino)ethyl]-8-methyl-2,3-dihydro-1,5-benzothiazepin-4(5H)-one perchlorate is converted to its free base, and 80 ml of acetic anhydride and one ml of pyridine are added thereto. The mixture is heated at 100° C. for 4 hours. The mixture is evaporated under reduced pressure to remove acetic anhydride and pyridine. Benzene is added to the residue, and the mixture is evaporated under reduced pressure to remove solvent. 10.37 g of... Reactants: C(CC(=O)C)(=O)OC (methyl acetoacetate), CC(=O)C (acetone), C(C)(=O)OC(C)=O (acetic anhydride). Reagents/catalysts: [Cl-].[Cl-].[Zn+2] (ZnCl2). The solvent is C(Cl)Cl (DCM). Conditions: temperature 50 celsius. Product: C(C)(=O)C(C(=O)OC)=C(C)C (methyl 2-acetyl-3-methylbut-2-enoate). As a reaction SMILES: [C:1]([O:7][CH3:8])(=[O:6])[CH2:2][C:3]([CH3:5])=[O:4].[CH3:9][C:10]([CH3:12])=O.C(OC(=O)C)(=O)C>C(Cl)Cl.[Cl-].[Cl-].[Zn+2]>[C:3]([C:2](=[C:10]([CH3:12])[CH3:9])[C:1]([O:7][CH3:8])=[O:6])(=[O:4])[CH3:5] |f:4.5.6|. Reported procedure: To a mixture of 9.54 g (70 mmol) of anhydrous ZnCl2, 53.9 mL (500 mmol) of methyl acetoacetate and 55 mL (750 mmol) of acetone are added 64 mL of acetic anhydride. The reaction medium is then heated for 3 days at 50° C., and then diluted with 1 L of DCM and washed with water (3×100 mL). The organic phase is dried over Na2SO4, filtered and then concentrated under reduced pressure. The residue obtained is purified by chromatography on a column of silica gel, eluting with a cyclohexane/EtOAc gradie... Starting materials: C(C)(C)(C)NS(=O)(=O)C=1OC(=CC1C(=O)O)C (2-(N-tert. butyl)sulfamoyl-5-methyl-furan-3-carboxylic acid), C (charcoal). Run in C(C)(=O)OCC (ethyl acetate). Yields the product CC1=CC(=C(O1)S(N)(=O)=O)C(=O)O (5-methyl-2-sulfamoyl-furan-3-carboxylic acid). The yield is 92.6%. RXN SMILES: C([NH:5][S:6]([C:9]1[O:10][C:11]([CH3:17])=[CH:12][C:13]=1[C:14]([OH:16])=[O:15])(=[O:8])=[O:7])(C)(C)C.C>C(OCC)(=O)C>[CH3:17][C:11]1[O:10][C:9]([S:6](=[O:8])(=[O:7])[NH2:5])=[C:13]([C:14]([OH:16])=[O:15])[CH:12]=1. Procedure: Boiling stones and 42 gm (0.12 mol) of 2-(N-tert. butyl)sulfamoyl-5-methyl-furan-3-carboxylic acid were heated in a round bottom flask for 2 hours at 150° C. The cooled reaction mixture was taken up in 1 liter of ethyl acetate. After refluxing the solution was treated with activated charcoal, filtered and evaporated. 22.8 gm (69% of theory) of crystalline 5-methyl-2-sulfamoyl-furan-3-carboxylic acid were obtained. Reaction SMILES: [CH2:16]1[O:17][CH2:18][CH2:19][CH2:20]1.[CH3:14][OH:15].[CH3:1][c:2]1[c:3]([N+:11]([O-:12])=[O:13])[cH:4][c:5]([C:7](=[O:8])[O:9][CH3:10])[s:6]1>>[CH3:1][c:2]1[c:3]([NH2:11])[cH:4][c:5]([C:7](=[O:8])[O:9][CH3:10])[s:6]1. Product: COC(=O)c1cc(N)c(C)s1. Reactants: C1CCOC1, CO, COC(=O)c1cc([N+](=O)[O-])c(C)s1. The reactants are [OH-].[Na+] (sodium hydroxide), COC(CCCCCNC=1C2=C(N=CN1)OC(=C2C2=CC=C(C=C2)OC)C2=CC=C(C=C2)F)=O (6-{[6-(4-fluorophenyl)-5-(4-methoxyphenyl)furo[2,3-d]pyrimidin-4-yl]amino}hexanoic acid methyl ester), Cl (hydrochloric acid). Run in O1CCOCC1 (dioxan). Reaction conditions: time 16 hour. Product: FC1=CC=C(C=C1)C1=C(C2=C(N=CN=C2NCCCCCC(=O)O)O1)C1=CC=C(C=C1)OC (6-{[6-(4-Fluorophenyl)-5-(4-methoxyphenyl)furo[2,3-d]pyrimidin-4-yl]amino}hexanoic acid). As a reaction SMILES: [OH-].[Na+].C[O:4][C:5](=[O:36])[CH2:6][CH2:7][CH2:8][CH2:9][CH2:10][NH:11][C:12]1[C:13]2[C:20]([C:21]3[CH:26]=[CH:25][C:24]([O:27][CH3:28])=[CH:23][CH:22]=3)=[C:19]([C:29]3[CH:34]=[CH:33][C:32]([F:35])=[CH:31][CH:30]=3)[O:18][C:14]=2[N:15]=[CH:16][N:17]=1.Cl>O1CCOCC1>[F:35][C:32]1[CH:33]=[CH:34][C:29]([C:19]2[O:18][C:14]3[N:15]=[CH:16][N:17]=[C:12]([NH:11][CH2:10][CH2:9][CH2:8][CH2:7][CH2:6][C:5]([OH:36])=[O:4])[C:13]=3[C:20]=2[C:21]2[CH:22]=[CH:23][C:24]([O:27][CH3:28])=[CH:25][CH:26]=2)=[CH:30][CH:31]=1 |f:0.1|. Procedure: Add 1 ml 1 N sodium hydroxide solution to a solution of 169 mg (0.37 mmol) 6-{[6-(4-fluorophenyl)-5-(4-methoxyphenyl)furo[2,3-d]pyrimidin-4-yl]amino}hexanoic acid methyl ester in 5 ml dioxan and stir for 16 h at RT. After adding 3 ml 1 N hydrochloric acid, concentrate the reaction solution by vacuum evaporation. Mix the residue with diethyl ether, filter, and dry under vacuum. 165 mg (99% of theor.) of the desired product is obtained.